From a dataset of the Open Reaction Database (ORD), a public repository of structured organic reaction records. describe an organic reaction: reactants, conditions, products, and yield Reactants: CN, CCO, O=[N+]([O-])c1cnc2ccccc2c1Cl. Product: CNc1c([N+](=O)[O-])cnc2ccccc12. As a reaction SMILES: [CH3:15][NH2:16].[CH3:17][CH2:18][OH:19].[Cl:1][c:2]1[c:3]([N+:12](=[O:13])[O-:14])[cH:4][n:5][c:6]2[cH:7][cH:8][cH:9][cH:10][c:11]12>>[c:2]1([NH:16][CH3:15])[c:3]([N+:12](=[O:13])[O-:14])[cH:4][n:5][c:6]2[cH:7][cH:8][cH:9][cH:10][c:11]12. Reactants: BrCc1ccccc1, CN(C)C=O, CCOC(C)=O, COc1ccc(-c2nc[nH]c2-c2ccc(OC)cc2)cc1, [H-], [Na+], O. Yields the product COc1ccc(-c2ncn(Cc3ccccc3)c2-c2ccc(OC)cc2)cc1. As a reaction SMILES: [Br:24][CH2:25][c:26]1[cH:27][cH:28][cH:29][cH:30][cH:31]1.[CH3:33][N:34]([CH3:35])[CH:36]=[O:37].[CH3:38][CH2:39][O:40][C:41](=[O:42])[CH3:43].[CH3:3][O:4][c:5]1[cH:6][cH:7][c:8](-[c:11]2[n:12][cH:13][nH:14][c:15]2-[c:16]2[cH:17][cH:18][c:19]([O:22][CH3:23])[cH:20][cH:21]2)[cH:9][cH:10]1.[H-:1].[Na+:2].[OH2:32]>>[CH3:3][O:4][c:5]1[cH:6][cH:7][c:8](-[c:11]2[n:12]([CH2:25][c:26]3[cH:27][cH:28][cH:29][cH:30][cH:31]3)[cH:13][n:14][c:15]2-[c:16]2[cH:17][cH:18][c:19]([O:22][CH3:23])[cH:20][cH:21]2)[cH:9][cH:10]1. The reactants are [N+](=O)([O-])C1=CC=C(C=C1)COC(C(C(C(C1N(C(C1C(C)O[Si](C)(C)C(C)(C)C)=O)[Si](C)(C)C(C)(C)C)C)Br)=O)=O (β-Bromo-1-[(1,1-Dimethylethyl)dimethylsilyl]-3-[1-[[(1,1-dimethylethyl)dimethylsilyl]oxy]ethyl]-gamma-methyl-α,4-dioxo-2-azetidinebutanoic acid (4-nitrophenyl)methyl ester), S[C@@H]1C[C@@H](OC1)CO (cis-(±)-Tetrahydro-4-mercapto-2-furanmethanol), O1CCCC1 (tetrahydrofuran). The solvent is C(C)N(CC)CC (triethylamine). The product is [N+](=O)([O-])C1=CC=C(C=C1)COC(=O)C=1N2C(C(C2C(C1SC1COC(C1)CO)C)C(C)O)=O (6-(1-Hydroxyethyl)-4-methyl-7-oxo-3-[[tetrahydro-5-(hydroxymethyl)-3-furanyl]thio]-1-azabicyclo[3.2.0]hept-2-ene-2-carboxylic acid (4-nitrophenyl)methyl ester). RXN SMILES: [N+:1]([C:4]1[CH:9]=[CH:8][C:7]([CH2:10][O:11][C:12](=[O:41])[C:13](=O)[CH:14](Br)[CH:15]([CH3:38])[CH:16]2[CH:19]([CH:20]([O:22][Si](C(C)(C)C)(C)C)[CH3:21])[C:18](=[O:30])[N:17]2[Si](C(C)(C)C)(C)C)=[CH:6][CH:5]=1)([O-:3])=[O:2].[SH:42][C@H:43]1[CH2:47][O:46][C@@H:45]([CH2:48][OH:49])[CH2:44]1.O1CCCC1>C(N(CC)CC)C>[N+:1]([C:4]1[CH:5]=[CH:6][C:7]([CH2:10][O:11][C:12]([C:13]2[N:17]3[CH:16]([CH:15]([CH3:38])[C:14]=2[S:42][CH:43]2[CH2:44][CH:45]([CH2:48][OH:49])[O:46][CH2:47]2)[CH:19]([CH:20]([OH:22])[CH3:21])[C:18]3=[O:30])=[O:41])=[CH:8][CH:9]=1)([O-:3])=[O:2]. Reported procedure: The title compound is prepared by the procedure of Example 104 using 0.166 g of product from Example 103, 0.0396 g of product from Example 77, 2.3 ml of dry tetrahydrofuran and 0.0413 ml of triethylamine to obtain the crude β-lactam. The subsequent cyclization uses the above product, 1.48 ml of 1M solution in methylene chloride of titanium tetrachloride and 1.6 ml of dry tetrahydrofuran to give 0.053 g of the desired product as a white solid. The reactants are NCCO, NCCNc1cc(Cl)c(Cl)cc1[N+](=O)[O-], O. The product is NCCNc1cc(NCCO)c(Cl)cc1[N+](=O)[O-]. RXN SMILES: [CH2:16]([OH:17])[CH2:18][NH2:19].[Cl:1][c:2]1[cH:3][c:4]([N+:13](=[O:14])[O-:15])[c:5]([NH:6][CH2:7][CH2:8][NH2:9])[cH:10][c:11]1[Cl:12].[OH2:20]>>[Cl:1][c:2]1[cH:3][c:4]([N+:13](=[O:14])[O-:15])[c:5]([NH:6][CH2:7][CH2:8][NH2:9])[cH:10][c:11]1[NH:19][CH2:18][CH2:16][OH:17]. Starting materials: COC(C1=C(N=C(C=C1)NC=1C=NC(=CC1)OC)F)=O (2-fluoro-6-(6-methoxy-pyridin-3-ylamino)-nicotinic acid methyl ester), [AlH4-].[Li+] (lithium tetrahydroaluminate), O.O.O.O.O.O.O.O.O.O.S(=O)(=O)([O-])[O-].[Na+].[Na+] (Sodium sulfate decahydrate). Solvent: O1CCCC1 (tetrahydrofuran). Reaction conditions: time 3 hour. Product: FC1=NC(=CC=C1CO)NC=1C=NC(=CC1)OC ([2-fluoro-6-(6-methoxy-pyridin-3-ylamino)-pyridin-3-yl]-methanol). The yield is 64.9%. Reaction SMILES: C[O:2][C:3](=O)[C:4]1[CH:9]=[CH:8][C:7]([NH:10][C:11]2[CH:12]=[N:13][C:14]([O:17][CH3:18])=[CH:15][CH:16]=2)=[N:6][C:5]=1[F:19].[AlH4-].[Li+].O.O.O.O.O.O.O.O.O.O.S([O-])([O-])(=O)=O.[Na+].[Na+]>O1CCCC1>[F:19][C:5]1[C:4]([CH2:3][OH:2])=[CH:9][CH:8]=[C:7]([NH:10][C:11]2[CH:12]=[N:13][C:14]([O:17][CH3:18])=[CH:15][CH:16]=2)[N:6]=1 |f:1.2,3.4.5.6.7.8.9.10.11.12.13.14.15|. Reported procedure: To 2-fluoro-6-(6-methoxy-pyridin-3-ylamino)-nicotinic acid methyl ester (54, 1.20 g, 4.33 mmol) in 50.0 mL of tetrahydrofuran, lithium tetrahydroaluminate (8.66 mL, 1.00 M in tetrahydrofuran, 8.66 mmol) is added and the reaction is stirred at room temperature for 3 hours. Sodium sulfate decahydrate (5 g) is added and after 1 hour, the reaction is filtered and the filtrate concentrated under vacuum. The resulting material is purified by silica gel column chromatography eluting with 20-100% ethyl ... Starting materials: Cc1ccccc1, CC(C)O, CCCCCC1CCC(C2CCC(c3ccc(C4CC=C(C(F)(F)Oc5cc(F)c(F)c(F)c5)CC4)c(F)c3)CC2)CC1. Product: CCCCCC1CCC(C2CCC(c3ccc(C4CCC(C(F)(F)Oc5cc(F)c(F)c(F)c5)CC4)c(F)c3)CC2)CC1. As a reaction SMILES: [CH3:44][c:45]1[cH:46][cH:47][cH:48][cH:49][cH:50]1.[CH:51]([OH:52])([CH3:53])[CH3:54].[F:1][C:2]([C:3]1=[CH:4][CH2:5][CH:6]([c:9]2[c:10]([F:32])[cH:11][c:12]([CH:15]3[CH2:16][CH2:17][CH:18]([CH:21]4[CH2:22][CH2:23][CH:24]([CH2:27][CH2:28][CH2:29][CH2:30][CH3:31])[CH2:25][CH2:26]4)[CH2:19][CH2:20]3)[cH:13][cH:14]2)[CH2:7][CH2:8]1)([O:33][c:34]1[cH:35][c:36]([F:42])[c:37]([F:41])[c:38]([F:40])[cH:39]1)[F:43]>>[F:1][C:2]([CH:3]1[CH2:4][CH2:5][CH:6]([c:9]2[c:10]([F:32])[cH:11][c:12]([CH:15]3[CH2:16][CH2:17][CH:18]([CH:21]4[CH2:22][CH2:23][CH:24]([CH2:27][CH2:28][CH2:29][CH2:30][CH3:31])[CH2:25][CH2:26]4)[CH2:19][CH2:20]3)[cH:13][cH:14]2)[CH2:7][CH2:8]1)([O:33][c:34]1[cH:35][c:36]([F:42])[c:37]([F:41])[c:38]([F:40])[cH:39]1)[F:43]. The reactants are Cl (hydrochloride), NC1=NC(=CC(=N1)C1CCN(CC1)C(CCNC(=O)OC(C)(C)C)=O)CC1=CC=C(C=C1)OC (2-amino-4-[1-(3-t-butoxycarbonylaminopropanoyl)-4-piperidinyl]-6-(4-methoxyphenylmethyl)pyrimidine). Product: NC1=NC(=CC(=N1)C1CCN(CC1)C(CCN)=O)CC1=CC=C(C=C1)OC (2-amino-4-[1-(3-aminopropanoyl)-4-piperidinyl]-6-(4-methoxyphenylmethyl)pyrimidine). The yield is 94.9%. RXN SMILES: Cl.[NH2:2][C:3]1[N:8]=[C:7]([CH:9]2[CH2:14][CH2:13][N:12]([C:15](=[O:26])[CH2:16][CH2:17][NH:18]C(OC(C)(C)C)=O)[CH2:11][CH2:10]2)[CH:6]=[C:5]([CH2:27][C:28]2[CH:33]=[CH:32][C:31]([O:34][CH3:35])=[CH:30][CH:29]=2)[N:4]=1>>[NH2:2][C:3]1[N:8]=[C:7]([CH:9]2[CH2:10][CH2:11][N:12]([C:15](=[O:26])[CH2:16][CH2:17][NH2:18])[CH2:13][CH2:14]2)[CH:6]=[C:5]([CH2:27][C:28]2[CH:33]=[CH:32][C:31]([O:34][CH3:35])=[CH:30][CH:29]=2)[N:4]=1. Reported procedure: By a procedure similar to that described in Example 284, the titled compound (127 mg) as hydrochloride was prepared from 2-amino-4-[1-(3-t-butoxycarbonylaminopropanoyl)-4-piperidinyl]-6-(4-methoxyphenylmethyl)pyrimidine (170 mg) obtained in Example 176.